From a dataset of the Open Reaction Database (ORD), a public repository of structured organic reaction records. describe an organic reaction: reactants, conditions, products, and yield Starting materials: CC(C)(C)OC(=O)NCCCBr, COC(=O)Cc1cc2ccc(O)cc2[nH]c1=O. The product is COC(=O)Cc1cc2ccc(OCCCNC(=O)OC(C)(C)C)cc2[nH]c1=O. As a reaction SMILES: [C:1]([CH3:2])([CH3:3])([CH3:4])[O:5][C:6]([NH:7][CH2:8][CH2:9][CH2:10][Br:11])=[O:12].[CH3:13][O:14][C:15]([CH2:16][c:17]1[c:18](=[O:28])[nH:19][c:20]2[cH:21][c:22]([OH:27])[cH:23][cH:24][c:25]2[cH:26]1)=[O:29]>>[C:1]([CH3:2])([CH3:3])([CH3:4])[O:5][C:6]([NH:7][CH2:8][CH2:9][CH2:10][O:27][c:22]1[cH:21][c:20]2[nH:19][c:18](=[O:28])[c:17]([CH2:16][C:15]([O:14][CH3:13])=[O:29])[cH:26][c:25]2[cH:24][cH:23]1)=[O:12].